Dataset: the Open Reaction Database (ORD), a public repository of structured organic reaction records. Task: describe an organic reaction: reactants, conditions, products, and yield The reactants are C(C)(C)(C)OC(=O)C1=CC=C(OC/C=C/C)C=C1 (trans-4-[4-(tert-butoxycarbonyl)phenoxy]-2-butene), ClC=1C=C(C(=O)OO)C=CC1 (3-chloroperoxybenzoic acid). The solvent is C1(=CC=CC=C1)C (toluene), ClCCl (dichloromethane). Conditions: temperature 22 celsius, time 18 hour. The product is O1C(C)C1COC1=CC=C(C=C1)C(=O)OC(C)(C)C (2,3-Epoxy-4-[4-(tert-butoxycarbonyl)phenoxy]butane). The yield is 95.8%. Reaction SMILES: [C:1]([O:5][C:6]([C:8]1[CH:18]=[CH:17][C:11]([O:12][CH2:13]/[CH:14]=[CH:15]/[CH3:16])=[CH:10][CH:9]=1)=[O:7])([CH3:4])([CH3:3])[CH3:2].ClC1C=C(C=CC=1)C(OO)=[O:24]>ClCCl.C1(C)C=CC=CC=1>[O:24]1[CH:14]([CH2:13][O:12][C:11]2[CH:17]=[CH:18][C:8]([C:6]([O:5][C:1]([CH3:2])([CH3:4])[CH3:3])=[O:7])=[CH:9][CH:10]=2)[CH:15]1[CH3:16]. Reported procedure: A solution of trans-4-[4-(tert-butoxycarbonyl)phenoxy]-2-butene (3.10 g, 12.48 mmol) in dry dichloromethane (50 ml) was treated at 22° C. with 3-chloroperoxybenzoic acid (4.30 g, 24.9 mmol) and the resulting mixture was stirred at 22° C. for 18 hours. The mixture was then diluted with toluene, washed with 5% sodium thiosulfate, saturated sodium bicarbonate and brine. After drying (sodium sulfate), evaporation of the solvent gave an oil that was chromatographed on silica gel. Elution with a mixtu... Run in C(C)O (ethanol). The product is ClC=1C(=NC=CC1)N1N=C(C=C1C(=O)O)C#CC1=CC=C(C=C1)OC(F)(F)F (1-(3-chloropyridin-2-yl)-3-{[4-(trifluoromethoxy)phenyl]ethynyl}-1H-pyrazole-5-carboxylic acid). Starting materials: ClC=1C(=NC=CC1)N1N=C(C=C1C(=O)OC)C#CC1=CC=C(C=C1)OC(F)(F)F (methyl 1-(3-chloropyridin-2-yl)-3-{[4-(trifluoromethoxy)phenyl]ethynyl}-1H-pyrazole-5-carboxylate), [OH-].[Na+] (sodium hydroxide). As a reaction SMILES: [Cl:1][C:2]1[C:3]([N:8]2[C:12]([C:13]([O:15]C)=[O:14])=[CH:11][C:10]([C:17]#[C:18][C:19]3[CH:24]=[CH:23][C:22]([O:25][C:26]([F:29])([F:28])[F:27])=[CH:21][CH:20]=3)=[N:9]2)=[N:4][CH:5]=[CH:6][CH:7]=1.[OH-].[Na+]>C(O)C>[Cl:1][C:2]1[C:3]([N:8]2[C:12]([C:13]([OH:15])=[O:14])=[CH:11][C:10]([C:17]#[C:18][C:19]3[CH:24]=[CH:23][C:22]([O:25][C:26]([F:29])([F:27])[F:28])=[CH:21][CH:20]=3)=[N:9]2)=[N:4][CH:5]=[CH:6][CH:7]=1 |f:1.2|. Reaction conditions: time 2 hour. Reported procedure: 1.02 g (2.17 mmol) of methyl 1-(3-chloropyridin-2-yl)-3-{[4-(trifluoromethoxy)phenyl]ethynyl}-1H-pyrazole-5-carboxylate were dissolved in 20 ml of ethanol, 1.31 g (3.26 mmol) of 10% strength aqueous sodium hydroxide solution were added and the mixture was stirred at RT for 2 h. The solvent was distilled off under reduced pressure, the residue was taken up in water and the mixture was extracted once with methyl tert-butyl ether. The aqueous phase was then acidified with 2N hydrochloric acid and e... The reactants are C(C1=CC=CC=C1)(=O)C=1SC2=C(C1)C=C(C=C2)Cl (2-benzoyl-5-chlorobenzothiophene), ClC=1C=CC2=C(C=C(S2)\C(=C/C(=O)OCC)\C2=CC=CC=C2)C1 ((Z)-ethyl 3-(5-chloro-2-benzothiophenyl)-3-phenylacrylate). The product is ClC=1C=CC2=C(C=C(S2)/C(=C/C(=O)OCC)/C2=CC=CC=C2)C1 ((E)-ethyl 3-(5-chloro-2-benzothiophenyl)-3-phenylacrylate). As a reaction SMILES: C(C1SC2C=CC(Cl)=CC=2C=1)(=O)C1C=CC=CC=1.[Cl:19][C:20]1[CH:21]=[CH:22][C:23]2[S:27][C:26](/[C:28](/[C:35]3[CH:40]=[CH:39][CH:38]=[CH:37][CH:36]=3)=[CH:29]\[C:30]([O:32][CH2:33][CH3:34])=[O:31])=[CH:25][C:24]=2[CH:41]=1>>[Cl:19][C:20]1[CH:21]=[CH:22][C:23]2[S:27][C:26](/[C:28](/[C:35]3[CH:40]=[CH:39][CH:38]=[CH:37][CH:36]=3)=[CH:29]/[C:30]([O:32][CH2:33][CH3:34])=[O:31])=[CH:25][C:24]=2[CH:41]=1. Reported procedure: By a procedure similar to that of example 1.85.3, starting from 2-benzoyl-5-chlorobenzothiophene, (Z)-ethyl 3-(5-chloro-2-benzothiophenyl)-3-phenylacrylate and (E)-ethyl 3-(5-chloro-2-benzothiophenyl)-3-phenylacrylate were obtained as yellowish oils. Reactants: ClCCl, Cc1ncccc1C(=O)Cl, CCN(C(C)C)C(C)C, Nc1ccc(C(=O)N2Cc3cccn3Cc3ccccc32)c(Cl)c1. The product is Cc1ncccc1C(=O)Nc1ccc(C(=O)N2Cc3cccn3Cc3ccccc32)c(Cl)c1. Reaction SMILES: [CH2:44]([Cl:45])[Cl:46].[CH3:34][c:35]1[n:36][cH:37][cH:38][cH:39][c:40]1[C:41](=[O:42])[Cl:43].[CH:25]([N:26]([CH2:27][CH3:28])[CH:29]([CH3:30])[CH3:31])([CH3:32])[CH3:33].[NH2:1][c:2]1[cH:3][c:4]([Cl:24])[c:5]([C:6](=[O:7])[N:8]2[CH2:9][c:10]3[n:11]([cH:19][cH:20][cH:21]3)[CH2:12][c:13]3[c:14]2[cH:15][cH:16][cH:17][cH:18]3)[cH:22][cH:23]1>>[NH:1]([c:2]1[cH:3][c:4]([Cl:24])[c:5]([C:6](=[O:7])[N:8]2[CH2:9][c:10]3[n:11]([cH:19][cH:20][cH:21]3)[CH2:12][c:13]3[c:14]2[cH:15][cH:16][cH:17][cH:18]3)[cH:22][cH:23]1)[C:41]([c:40]1[c:35]([CH3:34])[n:36][cH:37][cH:38][cH:39]1)=[O:42]. Starting materials: C(C)C1(CCN(CC1)C=1SC=C(N1)C=1C=C(C2=C(N=C(S2)NC(NCC)=O)C1)C1=NC=CC=C1)C(=O)OCC (ethyl 4-ethyl-1-[4-[2-(ethylcarbamoylamino)-7-(2-pyridyl)-1,3-benzothiazol-5-yl]thiazol-2-yl]piperidine-4-carboxylate), [OH-].[Na+] (NaOH). Solvent: CCO (EtOH). Conditions: temperature 70 celsius. The product is C(C)C1(CCN(CC1)C=1SC=C(N1)C=1C=C(C2=C(N=C(S2)NC(NCC)=O)C1)C1=NC=CC=C1)C(=O)O (4-Ethyl-1-[4-[2-(ethylcarbamoylamino)-7-(2-pyridyl)-1,3-benzothiazol-5-yl]thiazol-2-yl]piperidine-4-carboxylic acid), solid. Yield: 18.0%. As a reaction SMILES: [CH2:1]([C:3]1([C:35]([O:37]CC)=[O:36])[CH2:8][CH2:7][N:6]([C:9]2[S:10][CH:11]=[C:12]([C:14]3[CH:15]=[C:16]([C:29]4[CH:34]=[CH:33][CH:32]=[CH:31][N:30]=4)[C:17]4[S:21][C:20]([NH:22][C:23](=[O:27])[NH:24][CH2:25][CH3:26])=[N:19][C:18]=4[CH:28]=3)[N:13]=2)[CH2:5][CH2:4]1)[CH3:2].[OH-].[Na+]>CCO>[CH2:1]([C:3]1([C:35]([OH:37])=[O:36])[CH2:8][CH2:7][N:6]([C:9]2[S:10][CH:11]=[C:12]([C:14]3[CH:15]=[C:16]([C:29]4[CH:34]=[CH:33][CH:32]=[CH:31][N:30]=4)[C:17]4[S:21][C:20]([NH:22][C:23](=[O:27])[NH:24][CH2:25][CH3:26])=[N:19][C:18]=4[CH:28]=3)[N:13]=2)[CH2:5][CH2:4]1)[CH3:2] |f:1.2|. Reported procedure: To a solution of ethyl 4-ethyl-1-[4-[2-(ethylcarbamoylamino)-7-(2-pyridyl)-1,3-benzothiazol-5-yl]thiazol-2-yl]piperidine-4-carboxylate (20 mg, 0.035 mmol) in EtOH (1 mL) was added aqueous NaOH (0.3 mL, 3.5 M). The solution was heated to 70° C. for 22 h then cooled to rt and the pH of the solution adjusted to 4-5. The mixture was extracted with EtOAc (3×1 mL) and the combined organic layer combined, dried over Na2SO4, filtered then evaporated under reduced pressure. The residue was adsorbed to a ... Reactants: COC(CSC(CC(=O)OC)C)=O (methyl 3-(2-methoxy-2-oxoethylthio)butanoate), ice, CC[O-].[Na+] (NaOEt), C(C)(=O)O (acetic acid). Run in C(C)O (ethanol), C(C)(=O)OCC (ethyl acetate). Run at time 8 hour. The product is CC1SCC(C1C(=O)OC)=O (methyl 2-methyl-4-oxo-tetrahydrothiophene-3-carboxylate). Isolated yield 100.0%. RXN SMILES: CC[O-].[Na+].C[O:6][C:7](=O)[CH2:8][S:9][CH:10]([CH3:16])[CH2:11][C:12]([O:14][CH3:15])=[O:13].C(O)(=O)C>C(O)C.C(OCC)(=O)C>[CH3:16][CH:10]1[CH:11]([C:12]([O:14][CH3:15])=[O:13])[C:7](=[O:6])[CH2:8][S:9]1 |f:0.1|. Procedure details: A three neck flask was charged with NaOEt (21%, 200 mL, 537 mmol) in ethanol. The solvent was removed under vacuum and to the residue was added toluene (500 mL). The mixture was heated to reflux and methyl 3-(2-methoxy-2-oxoethylthio)butanoate (92 g, 446 mmol) was added dropwise. After addition was complete, the mixture was refluxed for 4 hours. After cooling, the mixture was poured into a mixture of acetic acid (200 g) and crushed ice (200 g). The mixture was stirred overnight and then diluted ...